This data is from the Open Reaction Database (ORD), a public repository of structured organic reaction records. The task is: describe an organic reaction: reactants, conditions, products, and yield Reactants: [O-]S(=O)(=O)C(F)(F)F.C1(=CC=CC=C1)C1=[O+]C(=CC(=C1)C1=CC=CC=C1)C1=CC=CC=C1 (2,4,6-triphenylpyrylium triflate), C(CCCCCCCCCCC)C1=CC=C(N)C=C1 (p-dodecylaniline). Run in C(C)O (ethanol). The product is [O-]S(=O)(=O)C(F)(F)F.C(CCCCCCCCCCC)C1=CC=C(C=C1)[N+]1=C(C=C(C=C1C)C)C (N-(p-dodecylphenyl)-2,4,6-trimethylpyridinium triflate). As a reaction SMILES: [O-:1][S:2]([C:5]([F:8])([F:7])[F:6])(=[O:4])=[O:3].[C:9]1([C:15]2[CH:20]=[C:19](C3C=CC=CC=3)C=C(C3C=CC=CC=3)[O+]=2)[CH:14]=C[CH:12]=[CH:11][CH:10]=1.[CH2:33]([C:45]1[CH:51]=[CH:50][C:48]([NH2:49])=[CH:47][CH:46]=1)[CH2:34][CH2:35][CH2:36][CH2:37][CH2:38][CH2:39][CH2:40][CH2:41][CH2:42][CH2:43][CH3:44]>C(O)C>[O-:4][S:2]([C:5]([F:8])([F:7])[F:6])(=[O:3])=[O:1].[CH2:33]([C:45]1[CH:46]=[CH:47][C:48]([N+:49]2[C:20]([CH3:19])=[CH:15][C:9]([CH3:14])=[CH:10][C:11]=2[CH3:12])=[CH:50][CH:51]=1)[CH2:34][CH2:35][CH2:36][CH2:37][CH2:38][CH2:39][CH2:40][CH2:41][CH2:42][CH2:43][CH3:44] |f:0.1,4.5|. Procedure: A 2.3-g portion (0.005 mole) of 2,4,6-triphenylpyrylium triflate is placed in a 500-ml round-bottom flask. To this, 200 ml of ethanol is added and then 1.3 g (0.005 mole) of p-dodecylaniline is added. The mixture is refluxed for about 20 hours. The ethanol is removed by evaporation to give a yellow waxy substance. This material is washed with ether which causes some yellow crystals to precipitate. The reactants are CCN(CC)P(OC(C)(C)C)OC(C)(C)C, C1CCOC1, ClCCl, CC(CO)(NC(=O)OCc1ccccc1)c1ccccc1, O=C(OO)c1cccc(Cl)c1. The product is CC(C)(C)OP(=O)(OCC(C)(NC(=O)OCc1ccccc1)c1ccccc1)OC(C)(C)C. Reaction SMILES: [CH2:22]([N:23]([CH2:24][CH3:36])[P:25]([O:26][C:27]([CH3:28])([CH3:29])[CH3:30])[O:31][C:32]([CH3:33])([CH3:34])[CH3:35])[CH3:37].[CH2:49]1[O:50][CH2:51][CH2:52][CH2:53]1.[Cl:54][CH2:55][Cl:56].[OH:1][CH2:2][C:3]([CH3:4])([c:5]1[cH:6][cH:7][cH:8][cH:9][cH:10]1)[NH:11][C:12]([O:13][CH2:14][c:15]1[cH:16][cH:17][cH:18][cH:19][cH:20]1)=[O:21].[OH:38][O:39][C:40]([c:41]1[cH:42][c:43]([Cl:44])[cH:45][cH:46][cH:47]1)=[O:48]>>[O:1]([CH2:2][C:3]([CH3:4])([c:5]1[cH:6][cH:7][cH:8][cH:9][cH:10]1)[NH:11][C:12]([O:13][CH2:14][c:15]1[cH:16][cH:17][cH:18][cH:19][cH:20]1)=[O:21])[P:25]([O:26][C:27]([CH3:28])([CH3:29])[CH3:30])([O:31][C:32]([CH3:33])([CH3:34])[CH3:35])=[O:38]. The reactants are CCN(C(C)C)C(C)C (DIPEA), ClC=1C(=NC=CN1)C(C1=CC=C2C=CC(=NC2=C1)C1=CC=CC=C1)N (C-(3-Chloro-pyrazin-2-yl)-C-(2-phenyl-quinolin-7-yl)-methylamine), ClC(=O)OC1=CC=C(C=C1)[N+](=O)[O-] (para-nitrophenyl chloroformate). The solvent is C1CCOC1 (THF). Conditions: temperature 45 celsius. Product: ClC=1C=2N(C=CN1)C(NC2C2=CC=C1C=CC(=NC1=C2)C2=CC=CC=C2)=O (8-Chloro-1-(2-phenyl-quinolin-7-yl)-2H-imidazo[1,5-a]pyrazin-3-one). RXN SMILES: [Cl:1][C:2]1[C:3]([CH:8]([NH2:25])[C:9]2[CH:18]=[C:17]3[C:12]([CH:13]=[CH:14][C:15]([C:19]4[CH:24]=[CH:23][CH:22]=[CH:21][CH:20]=4)=[N:16]3)=[CH:11][CH:10]=2)=[N:4][CH:5]=[CH:6][N:7]=1.CCN(C(C)C)C(C)C.Cl[C:36](OC1C=CC([N+]([O-])=O)=CC=1)=[O:37]>C1COCC1>[Cl:1][C:2]1[C:3]2[N:4]([C:36](=[O:37])[NH:25][C:8]=2[C:9]2[CH:18]=[C:17]3[C:12]([CH:13]=[CH:14][C:15]([C:19]4[CH:24]=[CH:23][CH:22]=[CH:21][CH:20]=4)=[N:16]3)=[CH:11][CH:10]=2)[CH:5]=[CH:6][N:7]=1. Reported procedure: C-(3-Chloro-pyrazin-2-yl)-C-(2-phenyl-quinolin-7-yl)-methylamine (2.0 g, 5.8 mmol) was dissolved in anhydrous THF (35.0 mL), followed by the addition of DIPEA (1.21 mL, 6.92 mmol) at rt. The dark brown solution was then charged with para-nitrophenyl chloroformate (1.28 g, 6.34 mmol) at rt, and warmed to 45° C. for 17 h. The crude reaction was concentrated in vacuo and dissolved with EtOAc and water. Yellow precipitate crashed out of solution and was filtered. The solid was washed with hexanes an... Starting materials: FCCOC1=CC=C(C=C1)CO ((4-(2-fluoroethoxy)phenyl)methanol), C(Br)(Br)(Br)Br (CBr4), C1=CC=C(C=C1)P(C2=CC=CC=C2)C3=CC=CC=C3 (PPh3). Solvent: C(Cl)Cl (DCM). Conditions: time 1 hour. Product: BrCC1=CC=C(C=C1)OCCF (1-(bromomethyl)-4-(2-fluoroethoxy)benzene). Reaction SMILES: [F:1][CH2:2][CH2:3][O:4][C:5]1[CH:10]=[CH:9][C:8]([CH2:11]O)=[CH:7][CH:6]=1.C(Br)(Br)(Br)[Br:14].C1C=CC(P(C2C=CC=CC=2)C2C=CC=CC=2)=CC=1>C(Cl)Cl>[Br:14][CH2:11][C:8]1[CH:9]=[CH:10][C:5]([O:4][CH2:3][CH2:2][F:1])=[CH:6][CH:7]=1. Reported procedure: A solution of (4-(2-fluoroethoxy)phenyl)methanol (117 mg; 0.68 mmol) in anh. DCM (5 ml) was treated at rt with CBr4 (228 mg; 0.68 mmol), and with PPh3 (180 mg; 0.68 mmol). The resulting mixture was further stirred at rt, under nitrogen, for 1 h. Concentration to dryness under reduced pressure, and subsequent purification by FC (DCM) afforded 1-(bromomethyl)-4-(2-fluoroethoxy)benzene as a slightly yellow oil which was directly used for the next reaction. Product: CC(C)=C(C(=O)OCc1ccc([N+](=O)[O-])cc1)N1C(=O)C(C(C)OC(=O)OCc2ccc([N+](=O)[O-])cc2)C1CC(=O)Sc1ccccc1. Starting materials: O=C([O-])O, ClCCl, CN(C)c1ccncc1, O=C(Cl)OCc1ccc([N+](=O)[O-])cc1, [Na+], CC(C)=C(C(=O)OCc1ccc([N+](=O)[O-])cc1)N1C(=O)C(C(C)O)C1CC(=O)Sc1ccccc1. Reaction SMILES: [C:50](=[O:51])([OH:52])[O-:53].[CH2:55]([Cl:56])[Cl:57].[CH3:58][N:59]([c:60]1[cH:61][cH:62][n:63][cH:64][cH:65]1)[CH3:66].[N+:36](=[O:37])([O-:38])[c:39]1[cH:40][cH:41][c:42]([CH2:43][O:44][C:45](=[O:46])[Cl:47])[cH:48][cH:49]1.[Na+:54].[OH:1][CH:2]([CH3:3])[CH:4]1[C:5](=[O:35])[N:6]([C:18](=[C:19]([CH3:20])[CH3:21])[C:22](=[O:23])[O:24][CH2:25][c:26]2[cH:27][cH:28][c:29]([N+:32](=[O:33])[O-:34])[cH:30][cH:31]2)[CH:7]1[CH2:8][C:9](=[O:10])[S:11][c:12]1[cH:13][cH:14][cH:15][cH:16][cH:17]1>>[O:1]([CH:2]([CH3:3])[CH:4]1[C:5](=[O:35])[N:6]([C:18](=[C:19]([CH3:20])[CH3:21])[C:22](=[O:23])[O:24][CH2:25][c:26]2[cH:27][cH:28][c:29]([N+:32](=[O:33])[O-:34])[cH:30][cH:31]2)[CH:7]1[CH2:8][C:9](=[O:10])[S:11][c:12]1[cH:13][cH:14][cH:15][cH:16][cH:17]1)[C:45]([O:44][CH2:43][c:42]1[cH:41][cH:40][c:39]([N+:36](=[O:37])[O-:38])[cH:49][cH:48]1)=[O:46]. Reaction conditions: time 8 hour. Procedure: To a mixture of 3-(2-(4-fluorophenyl)-3-(methylcarbamoyl)benzofuran-5-yl)-4-methylbenzoic acid (0.1 g, 0.25 mmol, 1 eq), 1-(pyrimidin-5-yl)cyclopropanamine (0.041 g, 0.3 mmol, 1.2 eq) (60% purity), HOBT (0.057 g, 0.42 mmol, 1.7 eq), EDC.HCl (0086 g, 0.44 mmol, 1.8 eq) in DCM at ambient temperature under nitrogen was added Diisopropylehtylamine (0.162 g, 1.2 mmol, 5.0 eq). The clear mixture was stirred at ambient temperature for overnight. The mixture was concentrated, diluted with water and extr... Solvent: C(Cl)Cl (DCM). Reaction SMILES: [F:1][C:2]1[CH:7]=[CH:6][C:5]([C:8]2[O:9][C:10]3[CH:20]=[CH:19][C:18]([C:21]4[CH:22]=[C:23]([CH:27]=[CH:28][C:29]=4[CH3:30])[C:24](O)=[O:25])=[CH:17][C:11]=3[C:12]=2[C:13](=[O:16])[NH:14][CH3:15])=[CH:4][CH:3]=1.[N:31]1[CH:36]=[C:35]([C:37]2([NH2:40])[CH2:39][CH2:38]2)[CH:34]=[N:33][CH:32]=1.C1C=CC2N(O)N=NC=2C=1.CCN=C=NCCCN(C)C.Cl.C(N(C(C)C)CC)(C)C>C(Cl)Cl>[F:1][C:2]1[CH:3]=[CH:4][C:5]([C:8]2[O:9][C:10]3[CH:20]=[CH:19][C:18]([C:21]4[CH:22]=[C:23]([C:24](=[O:25])[NH:40][C:37]5([C:35]6[CH:36]=[N:31][CH:32]=[N:33][CH:34]=6)[CH2:39][CH2:38]5)[CH:27]=[CH:28][C:29]=4[CH3:30])=[CH:17][C:11]=3[C:12]=2[C:13]([NH:14][CH3:15])=[O:16])=[CH:6][CH:7]=1 |f:3.4|. Reactants: FC1=CC=C(C=C1)C=1OC2=C(C1C(NC)=O)C=C(C=C2)C=2C=C(C(=O)O)C=CC2C (3-(2-(4-fluorophenyl)-3-(methylcarbamoyl)benzofuran-5-yl)-4-methylbenzoic acid), N1=CN=CC(=C1)C1(CC1)N (1-(pyrimidin-5-yl)cyclopropanamine), C=1C=CC2=C(C1)N=NN2O (HOBT), CCN=C=NCCCN(C)C.Cl (EDC.HCl), C(C)(C)N(CC)C(C)C (Diisopropylehtylamine). Product: FC1=CC=C(C=C1)C=1OC2=C(C1C(=O)NC)C=C(C=C2)C2=C(C=CC(=C2)C(NC2(CC2)C=2C=NC=NC2)=O)C (2-(4-fluorophenyl)-N-methyl-5-(2-methyl-5-(1-(pyrimidin-5-yl)cyclopropylcarbamoyl)phenyl)benzofuran-3-carboxamide). Reaction SMILES: [NH2:1][CH:2]([C:6]1[CH:11]=[CH:10][C:9]([OH:12])=[CH:8][CH:7]=1)[C:3]([OH:5])=[O:4]>[Ni]>[NH2:1][CH:2]([CH:6]1[CH2:11][CH2:10][CH:9]([OH:12])[CH2:8][CH2:7]1)[C:3]([OH:5])=[O:4]. Procedure details: Bicyclic diamines of general formula (32), wherein P2 is a nitrogen protecting group, can be prepared as described in (Org. Mass Spectrum. (1984) 19(9), 459-460). Amino(4-hydroxyphenyl)acetic acid, purchased commercially, can be treated with Raney nickel and heat to provide amino(4-hydroxycyclohexyl)acetic acid. Amino(4-hydroxycyclohexyl)acetic acid can be treated with benzoyl chloride and then oxidized with Jones' reagent to provide (benzoylamino)(4-oxocyclohexyl)acetic acid. (Benzoylamino)(4-o... The reagents and catalysts are [Ni] (Raney nickel). Yields the product NC(C(=O)O)C1CCC(CC1)O (amino(4-hydroxycyclohexyl)acetic acid). The reactants are Bicyclic diamines, ( 32 ), NC(C(=O)O)C1=CC=C(C=C1)O (Amino(4-hydroxyphenyl)acetic acid). The reactants are C(CN)N (Ethylenediamine), C(C)(C)(C)N1S(C(=C(C1=O)Cl)C1=CC=CC=C1)(=O)=O (2-tert-Butyl-4-chloro-5-phenylisothiazol-3(2H)-one 1,1-dioxide). Solvent: CN(C)C=O (DMF), CCOC(=O)C (EtOAc), CN(C)C=O (DMF). Conditions: temperature 60 celsius, time 10 minute. Yields the product NCCNC=1C(N(S(C1C1=CC=CC=C1)(=O)=O)C(C)(C)C)=O (4-[(2-Aminoethyl)amino]-2-tert-butyl-5-phenylisothiazol-3(2H)-one 1,1-dioxide). Yield: 89.8%. RXN SMILES: [CH2:1]([NH2:4])[CH2:2][NH2:3].[C:5]([N:9]1[C:13](=[O:14])[C:12](Cl)=[C:11]([C:16]2[CH:21]=[CH:20][CH:19]=[CH:18][CH:17]=2)[S:10]1(=[O:23])=[O:22])([CH3:8])([CH3:7])[CH3:6]>CN(C=O)C.CCOC(C)=O>[NH2:3][CH2:2][CH2:1][NH:4][C:12]1[C:13](=[O:14])[N:9]([C:5]([CH3:7])([CH3:6])[CH3:8])[S:10](=[O:23])(=[O:22])[C:11]=1[C:16]1[CH:21]=[CH:20][CH:19]=[CH:18][CH:17]=1. Procedure: Ethylenediamine (0.60 g, 10.0 mmol) was dissolved in dry DMF (50 ml) and heated to 60° C. 2-tert-Butyl-4-chloro-5-phenylisothiazol-3(2H)-one 1,1-dioxide (1.00 g, 3.34 mmol) dissolved in DMF (10 ml) was added dropwise over 30 mins and stirred at 60° C. for 10 mins. The reaction mixture was diluted with EtOAc (300 ml) and washed with water (400 ml and 2×200 ml), dried (Na2SO4), filtered and evaporated to give the title compound (0.97 g, 90%). 1H-NMR (500 MHz, CDCl3): δ 7.50-7.45 (m, 2H), 7.42-7.37...